This data is from the Open Reaction Database (ORD), a public repository of structured organic reaction records. The task is: describe an organic reaction: reactants, conditions, products, and yield Procedure details: Prepared analogously to Example 30b from ethyl (2S)-2-(benzyloxycarbonylamino)-4-(1H-tetrazol-5-yl)-butyrate and lithium hydroxide in a mixture of solvents from water and THF. As a reaction SMILES: [CH2:1]([O:8][C:9]([NH:11][C@@H:12]([CH2:18][CH2:19][C:20]1[NH:24][N:23]=[N:22][N:21]=1)[C:13]([O:15]CC)=[O:14])=[O:10])[C:2]1[CH:7]=[CH:6][CH:5]=[CH:4][CH:3]=1.[OH-].[Li+].O>C1COCC1>[CH2:1]([O:8][C:9]([NH:11][C@@H:12]([CH2:18][CH2:19][C:20]1[NH:24][N:23]=[N:22][N:21]=1)[C:13]([OH:15])=[O:14])=[O:10])[C:2]1[CH:7]=[CH:6][CH:5]=[CH:4][CH:3]=1 |f:1.2|. The reactants are C(C1=CC=CC=C1)OC(=O)N[C@H](C(=O)OCC)CCC1=NN=NN1 (ethyl (2S)-2-(benzyloxycarbonylamino)-4-(1H-tetrazol-5-yl)-butyrate), [OH-].[Li+] (lithium hydroxide), O (water). Run in C1CCOC1 (THF). Product: C(C1=CC=CC=C1)OC(=O)N[C@H](C(=O)O)CCC1=NN=NN1 ((2S)-2-(benzyloxycarbonyl-amino)-4-(1H-tetrazol-5-yl)-butyric acid).